From a dataset of the Open Reaction Database (ORD), a public repository of structured organic reaction records. describe an organic reaction: reactants, conditions, products, and yield Starting materials: BrC1=CC=CC=2C3=C(NC12)C1CCN(C3)CC1 (7-bromo-3,4,5,6-tetrahydro-1H-2,5-ethanoazepino[4,3-b]indole), FC=1C=C(C=CC1)/C=C/B(O)O ((E)-2-(3-fluorophenyl)vinylboronic acid). Product: FC=1C=C(C=CC1)/C=C/C1=CC=CC=2C3=C(NC12)C1CCN(C3)CC1 (7-[(E)-2-(3-fluorophenyl)vinyl]-3,4,5,6-tetrahydro-1H-2,5-ethanoazepino[4,3-b]indole). Reaction SMILES: Br[C:2]1[C:10]2[NH:9][C:8]3[CH:11]4[CH2:17][CH2:16][N:14]([CH2:15][C:7]=3[C:6]=2[CH:5]=[CH:4][CH:3]=1)[CH2:13][CH2:12]4.[F:18][C:19]1[CH:20]=[C:21](/[CH:25]=[CH:26]/B(O)O)[CH:22]=[CH:23][CH:24]=1>>[F:18][C:19]1[CH:20]=[C:21](/[CH:25]=[CH:26]/[C:2]2[C:10]3[NH:9][C:8]4[CH:11]5[CH2:17][CH2:16][N:14]([CH2:15][C:7]=4[C:6]=3[CH:5]=[CH:4][CH:3]=2)[CH2:13][CH2:12]5)[CH:22]=[CH:23][CH:24]=1. Reported procedure: The product of Example 1B (120 mg, 0.41 mmol) and (E)-2-(3-fluorophenyl)vinylboronic acid (82 mg, 0.50 mmol; Aldrich) were processed as described in Example 4 to provide the title compound: 1H NMR (400 MHz, DMSO-d6) δ ppm 1.93-2.01 (m, 4H), 2.88-3.02 (m, 2 H), 3.04-3.10 (m, 1 H), 3.11-3.22 (m, 2 H), 4.12 (s, 2 H), 6.98 (t, J=7.6 Hz, 1 H), 7.06-7.14 (m, 1 H), 7.22 (d, J=7.6 Hz, 1 H), 7.30 (d, J=16.2 Hz, 1 H), 7.38-7.42 (m, 1 H), 7.42-7.50 (m, 2 H), 7.52-7.58 (m, 1 H), 7.77 (d, J=16.5 Hz, 1 H); MS... Reactants: CCCCO, Cl, CC(C)(N)CC(F)(F)F, N#C[N-]C#N, [Na+]. Product: CC(C)(CC(F)(F)F)NC(=N)NC#N. As a reaction SMILES: [CH2:17]([OH:18])[CH2:19][CH2:20][CH3:21].[ClH:1].[F:2][C:3]([CH2:4][C:5]([CH3:6])([CH3:7])[NH2:8])([F:9])[F:10].[N-:11]([C:12]#[N:13])[C:14]#[N:15].[Na+:16]>>[F:2][C:3]([CH2:4][C:5]([CH3:6])([CH3:7])[NH:8][C:14]([NH:11][C:12]#[N:13])=[NH:15])([F:9])[F:10].